From a dataset of the Open Reaction Database (ORD), a public repository of structured organic reaction records. describe an organic reaction: reactants, conditions, products, and yield Starting materials: [Li+].[OH-] (LiOH), Cl.ClCC=1C(=NC2=CC=C(C=C2C1)OC)NCCNC(C)=O (N-(2-(3-(chloromethyl)-6-methoxyquinolin-2-ylamino)ethyl)acetamide hydrochloride), OCC=1C(=NC2=CC=C(C=C2C1)OC)NCCNC(C)=O (N-(2-(3-(Hydroxymethyl)-6-methoxyquinolin-2-ylamino)ethyl)acetamide), C(C)C1=NC(=CC2=CC(=C(C=C12)OC)OC)O (1-ethyl-6,7-dimethoxyisoquinolin-3-ol), C(C)C1=NC(=CC2=CC(=C(C=C12)OC)OC)O (1-Ethyl-6,7-dimethoxyisoquinolin-3-ol). Solvent: C(Cl)Cl (CH2Cl2), C1CCOC1 (THF). Reaction conditions: temperature 160 celsius, time 1.5 hour. The product is C(C)C1=NC(=C(C2=CC(=C(C=C12)OC)OC)CC=1C(=NC2=CC=C(C=C2C1)OC)NCCNC(C)=O)O (N-(2-(3-((1-ethyl-3-hydroxy-6,7-dimethoxyisoquinolin-4-yl)methyl)-6-methoxyquinolin-2-ylamino)ethyl)acetamide). Reaction SMILES: Cl.Cl[CH2:3][C:4]1[C:5]([NH:16][CH2:17][CH2:18][NH:19][C:20](=[O:22])[CH3:21])=[N:6][C:7]2[C:12]([CH:13]=1)=[CH:11][C:10]([O:14][CH3:15])=[CH:9][CH:8]=2.OCC1C(NCCNC(=O)C)=NC2C(C=1)=CC(OC)=CC=2.[CH2:44]([C:46]1[C:55]2[C:50](=[CH:51][C:52]([O:58][CH3:59])=[C:53]([O:56][CH3:57])[CH:54]=2)[CH:49]=[C:48]([OH:60])[N:47]=1)[CH3:45].[Li+].[OH-]>C1COCC1.C(Cl)Cl>[CH2:44]([C:46]1[C:55]2[C:50](=[CH:51][C:52]([O:58][CH3:59])=[C:53]([O:56][CH3:57])[CH:54]=2)[C:49]([CH2:3][C:4]2[C:5]([NH:16][CH2:17][CH2:18][NH:19][C:20](=[O:22])[CH3:21])=[N:6][C:7]3[C:12]([CH:13]=2)=[CH:11][C:10]([O:14][CH3:15])=[CH:9][CH:8]=3)=[C:48]([OH:60])[N:47]=1)[CH3:45] |f:0.1,4.5|. Procedure: To a stirred solution of N-(2-(3-(chloromethyl)-6-methoxyquinolin-2-ylamino)ethyl)acetamide hydrochloride SLA 41174 (350 mg, 1.02 mmol) in THF (10 mL) in a 20 mL microwave vial equipped with a magnetic stirrer was added 1-ethyl-6,7-dimethoxyisoquinolin-3-ol SLA 28136 (237 mg, 1.02 mmol) followed by a 2 N aq. LiOH solution (1.02 mL, 2.0 mmol) and the mixture was stirred at 160° C. for 1.5 h under microwave irradiation. After cooling to RT, the mixture was diluted with CH2Cl2:MeOH=9:1 (150 mL), wa... The reactants are ClC1=C(C(=NC=C1)NC)[N+](=O)[O-] (4-chloro-N-methyl-3-nitropyridin-2-amine), ice, FC1=C(C=CC(=C1)O)NC(OC(C)(C)C)=O (Tert-butyl 2-fluoro-4-hydroxyphenylcarbamate), [H-].[Na+] (Sodium hydride). Run in CS(=O)C (DMSO), CS(=O)C (DMSO). Conditions: time 20 minute. Yields the product FC1=C(C=CC(=C1)OC1=C(C(=NC=C1)NC)[N+](=O)[O-])NC(OC(C)(C)C)=O (Tert-butyl 2-fluoro-4-(2-(methylamino)-3-nitropyridin-4-yloxy)phenylcarbamate). Reaction SMILES: [F:1][C:2]1[CH:7]=[C:6]([OH:8])[CH:5]=[CH:4][C:3]=1[NH:9][C:10](=[O:16])[O:11][C:12]([CH3:15])([CH3:14])[CH3:13].[H-].[Na+].Cl[C:20]1[CH:25]=[CH:24][N:23]=[C:22]([NH:26][CH3:27])[C:21]=1[N+:28]([O-:30])=[O:29]>CS(C)=O>[F:1][C:2]1[CH:7]=[C:6]([O:8][C:20]2[CH:25]=[CH:24][N:23]=[C:22]([NH:26][CH3:27])[C:21]=2[N+:28]([O-:30])=[O:29])[CH:5]=[CH:4][C:3]=1[NH:9][C:10](=[O:16])[O:11][C:12]([CH3:13])([CH3:15])[CH3:14] |f:1.2|. Reported procedure: Tert-butyl 2-fluoro-4-hydroxyphenylcarbamate (3.25 g, 14.4 mmol) was dissolved in DMSO (25 mL) and the solution was stirred under an argon atmosphere for 20 minutes. Sodium hydride (60% in mineral oil, 580 mg, 14.4 mmol) was added portionwise and the dark solution was stirred at room temperature for 1 hour. 4-chloro-N-methyl-3-nitropyridin-2-amine (2.7 g, 14.4 mmol) dissolved in DMSO (5 mL) was added at once and the red solution was stirred at 50° C. for 2 hours. The solution was cooled, poured ... The reactants are C(C)(C)(C)NS(=O)(=O)C=1C=C(C=CC1)C1=CC(=CC=C1)C1=NC(=CC(=N1)C)C1=CC=C(C=C1)C(F)(F)F (3′-[4-methyl-6-(4-trifluoromethyl-phenyl)-pyrimidin-2-yl]-biphenyl-3-sulfonic acid tert-butylamide), C(=O)(C(F)(F)F)O (TFA). Solvent: ClCCl (dichloromethane). Reaction conditions: time 15 hour. Product: CC1=NC(=NC(=C1)C1=CC=C(C=C1)C(F)(F)F)C=1C=C(C=CC1)C1=CC(=CC=C1)S(=O)(=O)N (3′-[4-Methyl-6-(4-trifluoromethyl-phenyl)-pyrimidin-2-yl]-biphenyl-3-sulfonic acid amide). The yield is 89.7%. RXN SMILES: C([NH:5][S:6]([C:9]1[CH:10]=[C:11]([C:15]2[CH:20]=[CH:19][CH:18]=[C:17]([C:21]3[N:26]=[C:25]([CH3:27])[CH:24]=[C:23]([C:28]4[CH:33]=[CH:32][C:31]([C:34]([F:37])([F:36])[F:35])=[CH:30][CH:29]=4)[N:22]=3)[CH:16]=2)[CH:12]=[CH:13][CH:14]=1)(=[O:8])=[O:7])(C)(C)C.C(O)(C(F)(F)F)=O>ClCCl>[CH3:27][C:25]1[CH:24]=[C:23]([C:28]2[CH:33]=[CH:32][C:31]([C:34]([F:37])([F:35])[F:36])=[CH:30][CH:29]=2)[N:22]=[C:21]([C:17]2[CH:16]=[C:15]([C:11]3[CH:12]=[CH:13][CH:14]=[C:9]([S:6]([NH2:5])(=[O:8])=[O:7])[CH:10]=3)[CH:20]=[CH:19][CH:18]=2)[N:26]=1. Reported procedure: To a cooled and stirred solution of 3′-[4-methyl-6-(4-trifluoromethyl-phenyl)-pyrimidin-2-yl]-biphenyl-3-sulfonic acid tert-butylamide (example 165) (0.3 g, 0.57 mmol) in dichloromethane (5 mL) was added TFA (5 mL) and the reaction mixture was allowed to stir at room temperature for 15 h. The mixture was evaporated to dryness and saturated NaHCO3 solution (5 mL), diethyl ether and heptane were added. The mixture was stirred at room temperature for 1 h, the precipitate was collected by filtration... Starting materials: C(C)(C)N(CC)C(C)C (diisopropylethylamine), N1N=C(N=C1)SCCOC=1C=C(C=CC1)CN (1-(3-{[2-(1H-1,2,4-triazol-3-ylthio)ethyl]oxy}phenyl)methanamine), Example 52, Example 3, FC=1C=C2C(NC(=NC2=CC1)C(=O)OCC)=O (ethyl 6-fluoro-4-oxo-3,4-dihydroquinazoline-2-carboxylate), C(C)O (ethanol). Run in C1CCOC1 (THF). Run at temperature 90 celsius, time 2 day. Yields the product FC=1C=C2C(NC(=NC2=CC1)C(=O)NCC1=CC(=CC=C1)OCCSC1=NNC=N1)=O (6-fluoro-4-oxo-N-[(3-{[2-(1H-1,2,4-triazol-3-ylthio)ethyl]oxy}phenyl)methyl]-3,4-dihydroquinazoline-2-carboxamide). The yield is 25.0%. Reaction SMILES: [NH:1]1[CH:5]=[N:4][C:3]([S:6][CH2:7][CH2:8][O:9][C:10]2[CH:11]=[C:12]([CH2:16][NH2:17])[CH:13]=[CH:14][CH:15]=2)=[N:2]1.[F:18][C:19]1[CH:20]=[C:21]2[C:26](=[CH:27][CH:28]=1)[N:25]=[C:24]([C:29](OCC)=[O:30])[NH:23][C:22]2=[O:34].C(N(C(C)C)CC)(C)C.C(O)C>C1COCC1>[F:18][C:19]1[CH:20]=[C:21]2[C:26](=[CH:27][CH:28]=1)[N:25]=[C:24]([C:29]([NH:17][CH2:16][C:12]1[CH:13]=[CH:14][CH:15]=[C:10]([O:9][CH2:8][CH2:7][S:6][C:3]3[N:4]=[CH:5][NH:1][N:2]=3)[CH:11]=1)=[O:30])[NH:23][C:22]2=[O:34]. Reported procedure: A suspension of 1-(3-{[2-(1H-1,2,4-triazol-3-ylthio)ethyl]oxy}phenyl)methanamine obtained in Reference Example 3 (318 mg, 1.27 mmol), ethyl 6-fluoro-4-oxo-3,4-dihydroquinazoline-2-carboxylate obtained in Reference Example 52 (100 mg, 0.423 mmol) and diisopropylethylamine (0.442 mL, 2.54 mmol) in THF (9 mL)-ethanol (3 mL) was stirred at 90° C. for 2 days. The reaction solvent was evaporated under reduced pressure, and the residue was extracted with 0.1N hydrochloric acid and THF-ethyl acetate. Th... Starting materials: ClCCl, CCO[PH](C)=O, C[Si](C)(C)N[Si](C)(C)C, CC=C(F)C(=O)OCC. The product is CCOC(=O)C(F)C(C)P(C)(=O)OCC. Reaction SMILES: [CH2:25]([Cl:26])[Cl:27].[CH3:1][PH:2]([O:3][CH2:4][CH3:5])=[O:6].[CH3:7][Si:8]([CH3:9])([CH3:10])[NH:11][Si:12]([CH3:13])([CH3:14])[CH3:15].[F:16][C:17]([C:18](=[O:19])[O:20][CH2:21][CH3:22])=[CH:23][CH3:24]>>[CH3:1][P:2]([O:3][CH2:4][CH3:5])(=[O:6])[CH:23]([CH:17]([F:16])[C:18](=[O:19])[O:20][CH2:21][CH3:22])[CH3:24]. The reactants are O=C(Cl)C1CC1, Cc1ccc(Oc2ccc3nc(N)sc3c2)cc1NC(=O)c1cccc(C(C)(C)C#N)c1, c1ccncc1. The product is Cc1ccc(Oc2ccc3nc(NC(=O)C4CC4)sc3c2)cc1NC(=O)c1cccc(C(C)(C)C#N)c1. Reaction SMILES: [CH:33]1([C:36](=[O:37])[Cl:38])[CH2:34][CH2:35]1.[NH2:1][c:2]1[s:3][c:4]2[c:5]([n:6]1)[cH:7][cH:8][c:9]([O:11][c:12]1[cH:13][cH:14][c:15]([CH3:32])[c:16]([NH:18][C:19]([c:20]3[cH:21][c:22]([C:26]([CH3:27])([CH3:28])[C:29]#[N:30])[cH:23][cH:24][cH:25]3)=[O:31])[cH:17]1)[cH:10]2.[cH:39]1[cH:40][cH:41][n:42][cH:43][cH:44]1>>[NH:1]([c:2]1[s:3][c:4]2[c:5]([n:6]1)[cH:7][cH:8][c:9]([O:11][c:12]1[cH:13][cH:14][c:15]([CH3:32])[c:16]([NH:18][C:19]([c:20]3[cH:21][c:22]([C:26]([CH3:27])([CH3:28])[C:29]#[N:30])[cH:23][cH:24][cH:25]3)=[O:31])[cH:17]1)[cH:10]2)[C:36]([CH:33]1[CH2:34][CH2:35]1)=[O:37]. The reactants are [NH2-].[Na+] (sodium amide), C1COC2(CCC(CC2)=O)O1 (1,4-cyclohexanedione monoethylene ketal), [Cl-].[NH4+] (ammonium chloride), CI (methyl iodide). The solvent is C1CCOC1 (THF), C1CCOC1 (THF). Conditions: temperature 20 celsius, time 30 minute. The product is C1OC2(CC(C(CC2)=O)C)OC1 (4,4-ethylenedioxy-2-methyl-1-cyclohexanone). Yield: 74.9%. RXN SMILES: [NH2-].[Na+].[CH2:3]1[O:13][C:6]2([CH2:11][CH2:10][C:9](=[O:12])[CH2:8][CH2:7]2)[O:5][CH2:4]1.[CH3:14]I.[Cl-].[NH4+]>C1COCC1>[CH2:3]1[CH2:4][O:5][C:6]2([CH2:7][CH2:8][C:9](=[O:12])[CH:10]([CH3:14])[CH2:11]2)[O:13]1 |f:0.1,4.5|. Procedure: According to the process described in Tetrahedron, 47, 1991, 3259, a solution of sodium amide (18.5 g) in THF (100 ml) was added to a solution of 1,4-cyclohexanedione monoethylene ketal (18.5 g) in THF (100 ml) under a nitrogen atmosphere while keeping the temperature of the solution at 10-20° C. After stirring at 20° C. for 30 minutes, methyl iodide (41.3 g) was added and the stirring was continued at room temperature for 1 hour. The reaction solution was mixed with a saturated aqueous solution... The reactants are C(C)C1=CC=C(C=C1)C1=CC=C(C=C1)C(C1=CC=CC=C1)=O (4'-ethyl-4-benzoyl-biphenyl), BrN1C(CCC1=O)=O (N-bromosuccinimide). Procedure details: 19 g of 4'-ethyl-4-benzoyl-biphenyl, 12.4 g of N-bromosuccinimide and 0.12 g of azaisobutyronitrile in 400 mL of carbon tetrachloride were heated to boiling under reflux for 1.5 hours. After filtering off the precipitated material the solution was evaporated and the residue was recrystallized from cyclohexane. There were obtained 20.7 g (85%) of 4'-(1-bromo-ethyl)-4-benzoylbiphenyl as a colorless solid with a m.p. of 132°-134° C. Solvent: C(Cl)(Cl)(Cl)Cl (carbon tetrachloride). Reagents/catalysts: C(N(C)C)#N (azaisobutyronitrile). The yield is 85.4%. RXN SMILES: [CH2:1]([C:3]1[CH:8]=[CH:7][C:6]([C:9]2[CH:14]=[CH:13][C:12]([C:15](=[O:22])[C:16]3[CH:21]=[CH:20][CH:19]=[CH:18][CH:17]=3)=[CH:11][CH:10]=2)=[CH:5][CH:4]=1)[CH3:2].[Br:23]N1C(=O)CCC1=O>C(Cl)(Cl)(Cl)Cl.C(#N)N(C)C>[Br:23][CH:1]([C:3]1[CH:4]=[CH:5][C:6]([C:9]2[CH:14]=[CH:13][C:12]([C:15](=[O:22])[C:16]3[CH:21]=[CH:20][CH:19]=[CH:18][CH:17]=3)=[CH:11][CH:10]=2)=[CH:7][CH:8]=1)[CH3:2]. The product is BrC(C)C1=CC=C(C=C1)C1=CC=C(C=C1)C(C1=CC=CC=C1)=O (4'-(1-bromo-ethyl)-4-benzoylbiphenyl). The reactants are CCOC(C)=O, CC1C(c2cc(C(F)(F)F)ccc2I)OC(=O)N1Cc1cc(C(F)(F)F)cc(C(F)(F)F)c1, O, O=[N+]([O-])O. Product: CC1C(c2cc(C(F)(F)F)cc([N+](=O)[O-])c2I)OC(=O)N1Cc1cc(C(F)(F)F)cc(C(F)(F)F)c1. Reaction SMILES: [CH3:39][CH2:40][O:41][C:42]([CH3:43])=[O:44].[F:1][C:2]([c:3]1[cH:4][c:5]([CH2:6][N:7]2[C:8](=[O:24])[O:9][CH:10]([c:13]3[c:14]([I:23])[cH:15][cH:16][c:17]([C:19]([F:20])([F:21])[F:22])[cH:18]3)[CH:11]2[CH3:12])[cH:25][c:26]([C:28]([F:29])([F:30])[F:31])[cH:27]1)([F:32])[F:33].[OH2:38].[OH:34][N+:35]([O-:36])=[O:37]>>[F:1][C:2]([c:3]1[cH:4][c:5]([CH2:6][N:7]2[C:8](=[O:24])[O:9][CH:10]([c:13]3[c:14]([I:23])[c:15]([N+:35](=[O:34])[O-:36])[cH:16][c:17]([C:19]([F:20])([F:21])[F:22])[cH:18]3)[CH:11]2[CH3:12])[cH:25][c:26]([C:28]([F:29])([F:30])[F:31])[cH:27]1)([F:32])[F:33]. Reactants: N1=C(C=CC2=CC=CC=C12)COC1=CC2=C(N(C(=N2)CC2(CCCC2)C(=O)OC)CC2=CC(=CC=C2)C2=CC=NN2COCC[Si](C)(C)C)C=C1 (methyl 1-((5-(quinolin-2-ylmethoxy)-1-(3-(1-((2-(trimethylsilyl)ethoxy)methyl)-1H-pyrazol-5-yl)benzyl)-1H-benzo[d]imidazol-2-yl)methyl)cyclopentanecarboxylate), CCCC[N+](CCCC)(CCCC)CCCC.[F-] (TBAF). Solvent: C1CCOC1 (THF). Conditions: temperature 70 celsius. Product: N1N=CC=C1C=1C=C(CN2C(=NC3=C2C=CC(=C3)OCC3=NC2=CC=CC=C2C=C3)CC3(CCCC3)C(=O)OC)C=CC1 (Methyl 1-((1-(3-(1H-pyrazol-5-yl)benzyl)-5-(quinolin-2-ylmethoxy)-1H-benzo[d]imidazol-2-yl)methyl)cyclopentanecarboxylate). As a reaction SMILES: [N:1]1[C:10]2[C:5](=[CH:6][CH:7]=[CH:8][CH:9]=2)[CH:4]=[CH:3][C:2]=1[CH2:11][O:12][C:13]1[CH:51]=[CH:50][C:16]2[N:17]([CH2:30][C:31]3[CH:36]=[CH:35][CH:34]=[C:33]([C:37]4[N:41](COCC[Si](C)(C)C)[N:40]=[CH:39][CH:38]=4)[CH:32]=3)[C:18]([CH2:20][C:21]3([C:26]([O:28][CH3:29])=[O:27])[CH2:25][CH2:24][CH2:23][CH2:22]3)=[N:19][C:15]=2[CH:14]=1.CCCC[N+](CCCC)(CCCC)CCCC.[F-]>C1COCC1>[NH:41]1[C:37]([C:33]2[CH:32]=[C:31]([CH:36]=[CH:35][CH:34]=2)[CH2:30][N:17]2[C:16]3[CH:50]=[CH:51][C:13]([O:12][CH2:11][C:2]4[CH:3]=[CH:4][C:5]5[C:10](=[CH:9][CH:8]=[CH:7][CH:6]=5)[N:1]=4)=[CH:14][C:15]=3[N:19]=[C:18]2[CH2:20][C:21]2([C:26]([O:28][CH3:29])=[O:27])[CH2:25][CH2:24][CH2:23][CH2:22]2)=[CH:38][CH:39]=[N:40]1 |f:1.2|. Procedure: To a 20 mL vial was added methyl 1-((5-(quinolin-2-ylmethoxy)-1-(3-(1-((2-(trimethylsilyl)ethoxy)methyl)-1H-pyrazol-5-yl)benzyl)-1H-benzo[d]imidazol-2-yl)methyl)cyclopentanecarboxylate (51 mg, 0.08 mmol) and THF (2 mL) followed by treatment with TBAF (0.4 mL, 1 M). The reaction mixture was heated to 70° C. After 24 hours the mixture was cooled to RT and concentrated to dryness. The residue was purified using FCC to provide the title compound. MS (ESI): mass calcd. for C35H33N5O3, 571.68; m/z fou...